From a dataset of the Open Reaction Database (ORD), a public repository of structured organic reaction records. describe an organic reaction: reactants, conditions, products, and yield The reactants are ClC1=CC=C(C=C1)C1=NC2=C(N1C(CO)C1CCCCC1)C=C(C(=C2)F)F (2-[2-(4-chloro-phenyl)-5,6-difluoro-benzoimidazol-1-yl]-2-cyclohexyl-ethanol), COC(C1=CN=C(C=C1)CCl)=O (6-chloromethyl-nicotinic acid methyl ester). The product is COC(C1=CN=C(C=C1)COCC(C1CCCCC1)N1C(=NC2=C1C=C(C(=C2)F)F)C2=CC=C(C=C2)Cl)=O (6-{2-[2-(4-Chloro-phenyl)-5,6-difluoro-benzoimidazol-1-yl]-2-cyclohexyl-ethoxymethyl}-nicotinic acid methyl ester). RXN SMILES: [Cl:1][C:2]1[CH:7]=[CH:6][C:5]([C:8]2[N:12]([CH:13]([CH:16]3[CH2:21][CH2:20][CH2:19][CH2:18][CH2:17]3)[CH2:14][OH:15])[C:11]3[CH:22]=[C:23]([F:27])[C:24]([F:26])=[CH:25][C:10]=3[N:9]=2)=[CH:4][CH:3]=1.[CH3:28][O:29][C:30](=[O:39])[C:31]1[CH:36]=[CH:35][C:34]([CH2:37]Cl)=[N:33][CH:32]=1>>[CH3:28][O:29][C:30](=[O:39])[C:31]1[CH:36]=[CH:35][C:34]([CH2:37][O:15][CH2:14][CH:13]([N:12]2[C:11]3[CH:22]=[C:23]([F:27])[C:24]([F:26])=[CH:25][C:10]=3[N:9]=[C:8]2[C:5]2[CH:6]=[CH:7][C:2]([Cl:1])=[CH:3][CH:4]=2)[CH:16]2[CH2:17][CH2:18][CH2:19][CH2:20][CH2:21]2)=[N:33][CH:32]=1. Reported procedure: The title compound was prepared in analogy to Example 26, from 2-[2-(4-chloro-phenyl)-5,6-difluoro-benzoimidazol-1-yl]-2-cyclohexyl-ethanol (Ex. 1, int. c) and 6-chloromethyl-nicotinic acid methyl ester (commercially available) to give the title compound after purification by silica gel chromatography using a MPLC system (CombiFlash Companion, Isco Inc.) eluting with a gradient of n-heptane and ethyl acetate (100:0 to 60:40) as a light yellow solid (10%). MS (Turbo Spray): m/z=540.4 [M+H]. Starting materials: CC1(COB(OC1)C1=CC2=C(C3=NC(=CN3CCO2)C=2N(N=CN2)C(C)C)C=C1)C (8-(5,5-dimethyl-[1,3,2]dioxaborinan-2-yl)-2-(2-isopropyl-2H-[1,2,4]triazol-3-yl)-4,5-dihydro-6-oxa-1,3a-diaza-benzo[e]azulene), Cl.NO (hydroxylamine hydrochloride), [OH-].[Na+] (sodium hydroxide), Cl.NO (hydroxylamine hydrochloride), [OH-].[Na+] (sodium hydroxide). Solvent: IMS, [Cl-].[NH4+] (ammonium chloride). Run at time 18 hour. Product: C(C)(C)N1N=CN=C1C=1N=C2N(CCOC3=C2C=CC(=C3)O)C1 (2-(1-isopropyl-1H-1,2,4-triazol-5-yl)-5,6-dihydrobenzo[f]imidazo[1,2-d][1,4]oxazepin-9-ol). The yield is 127.7%. RXN SMILES: CC1(C)COB([C:8]2[CH:29]=[CH:28][C:11]3[C:12]4[N:16]([CH2:17][CH2:18][O:19][C:10]=3[CH:9]=2)[CH:15]=[C:14]([C:20]2[N:21]([CH:25]([CH3:27])[CH3:26])[N:22]=[CH:23][N:24]=2)[N:13]=4)OC1.Cl.N[OH:33].[OH-].[Na+]>[Cl-].[NH4+]>[CH:25]([N:21]1[C:20]([C:14]2[N:13]=[C:12]3[C:11]4[CH:28]=[CH:29][C:8]([OH:33])=[CH:9][C:10]=4[O:19][CH2:18][CH2:17][N:16]3[CH:15]=2)=[N:24][CH:23]=[N:22]1)([CH3:27])[CH3:26] |f:1.2,3.4,5.6|. Reported procedure: To a solution of 8-(5,5-dimethyl-[1,3,2]dioxaborinan-2-yl)-2-(2-isopropyl-2H-[1,2,4]triazol-3-yl)-4,5-dihydro-6-oxa-1,3a-diaza-benzo[e]azulene (473 mg, 1.16 mmol) in IMS (10 mL) was added hydroxylamine hydrochloride (242 mg, 0.39 mmol) and sodium hydroxide (186 mg, 4.65 mmol) and the reaction mixture stirred at RT for 18 h. Further quantities of hydroxylamine hydrochloride (242 mg, 0.39 mmol) and sodium hydroxide (186 mg, 4.65 mmol) were added and stirring continued for 3 h. The reaction mixture... The reactants are C(C)C1=CC=C2C(=CC=NC2=C1)O (7-Ethyl-4-hydroxyquinoline), C=O (formaldehyde). Procedure details: 7-Ethyl-4-hydroxyquinoline was reacted with 40% aqueous formaldehyde in aqueous sodium hydroxide to give the novel compound 7-ethyl-4-hydroxy-3-hydroxymethylquinoline, m.p. 180°-182°. RXN SMILES: [CH2:1]([C:3]1[CH:12]=[C:11]2[C:6]([C:7]([OH:13])=[CH:8][CH:9]=[N:10]2)=[CH:5][CH:4]=1)[CH3:2].[CH2:14]=[O:15]>[OH-].[Na+]>[CH2:1]([C:3]1[CH:12]=[C:11]2[C:6]([C:7]([OH:13])=[C:8]([CH2:14][OH:15])[CH:9]=[N:10]2)=[CH:5][CH:4]=1)[CH3:2] |f:2.3|. Solvent: [OH-].[Na+] (sodium hydroxide). Yields the product C(C)C1=CC=C2C(=C(C=NC2=C1)CO)O (7-ethyl-4-hydroxy-3-hydroxymethylquinoline). The reactants are CO, CC(=O)Nc1ccn(CCCN=[N+]=[N-])c(=O)n1, N. Product: [N-]=[N+]=NCCCn1ccc(N)nc1=O. As a reaction SMILES: [CH3:19][OH:20].[N:1](=[N+:2]=[N-:3])[CH2:4][CH2:5][CH2:6][n:7]1[c:8](=[O:9])[n:10][c:11]([NH:12][C:13](=[O:14])[CH3:15])[cH:16][cH:17]1.[NH3:18]>>[N:1](=[N+:2]=[N-:3])[CH2:4][CH2:5][CH2:6][n:7]1[c:8](=[O:9])[n:10][c:11]([NH2:12])[cH:16][cH:17]1. Starting materials: C1(CC1)NC(=O)C=1N=NN(C1CCCO)C1=CC=C(C=C1)C(=O)NCC (N-cyclopropyl-1-{4-[(ethylamino)carbonyl]phenyl}-5-(3-hydroxypropyl)-1H-1,2,3-triazole-4-carboxamide), C(C)N(CC)S(F)(F)F (diethylaminosulfur trifluoride), C(O)([O-])=O.[Na+] (sodium hydrogen carbonate). Solvent: ClCCl (dichloromethane). Run at time 5 hour. Product: C1(CC1)NC(=O)C=1N=NN(C1CCCF)C1=CC=C(C=C1)C(=O)NCC (N-cyclopropyl-1-{4-[(ethylamino)carbonyl]phenyl}-5-(3-fluoropropyl)-1H-1,2,3-triazole-4-carboxamide). The yield is 6.0%. Reaction SMILES: [CH:1]1([NH:4][C:5]([C:7]2[N:8]=[N:9][N:10]([C:16]3[CH:21]=[CH:20][C:19]([C:22]([NH:24][CH2:25][CH3:26])=[O:23])=[CH:18][CH:17]=3)[C:11]=2[CH2:12][CH2:13][CH2:14]O)=[O:6])[CH2:3][CH2:2]1.C(N(S(F)(F)[F:33])CC)C.C(=O)([O-])O.[Na+]>ClCCl>[CH:1]1([NH:4][C:5]([C:7]2[N:8]=[N:9][N:10]([C:16]3[CH:21]=[CH:20][C:19]([C:22]([NH:24][CH2:25][CH3:26])=[O:23])=[CH:18][CH:17]=3)[C:11]=2[CH2:12][CH2:13][CH2:14][F:33])=[O:6])[CH2:3][CH2:2]1 |f:2.3|. Reported procedure: To a solution of N-cyclopropyl-1-{4-[(ethylamino)carbonyl]phenyl}-5-(3-hydroxypropyl)-1H-1,2,3-triazole-4-carboxamide (0.40 g) obtained in Example 113 in dichloromethane (4.5 ml) was added diethylaminosulfur trifluoride (0.18 ml) at −78° C. The reaction mixture was stirred for 5 hr while gradually heating to room temperature. Saturated aqueous sodium hydrogen carbonate solution was added to the reaction mixture, and the mixture was extracted with ethyl acetate. The organic layer was washed with ...